Dataset: the Open Reaction Database (ORD), a public repository of structured organic reaction records. Task: describe an organic reaction: reactants, conditions, products, and yield Starting materials: BrC1=C(C=CC=C1)N1C(N(C2=NC(=NC=C2C1)S(=O)(=O)C)C1=CC(=CC=C1)CO[Si](C1=CC=CC=C1)(C1=CC=CC=C1)C(C)(C)C)=O (3-(2-bromophenyl)-1-[3-(tert-butyldiphenylsilyloxymethyl)phenyl]-3,4-dihydro-7-methanesulfonyl-pyrimido[4,5-d]pyrimidin-2(1H)-one), [F-].[NH4+] (ammonium fluoride). The solvent is CO (methanol). Product: BrC1=C(C=CC=C1)N1C(N(C2=NC(=NC=C2C1)S(=O)(=O)C)C1=CC(=CC=C1)CO)=O (3-(2-bromophenyl)-3,4-dihydro-1-[3-(hydroxymethyl)phenyl]-7-methanesulfonyl-pyrimido[4,5-d]pyrimidin-2(1H)-one). Yield: 95.5%. As a reaction SMILES: [Br:1][C:2]1[CH:7]=[CH:6][CH:5]=[CH:4][C:3]=1[N:8]1[CH2:17][C:16]2[C:11](=[N:12][C:13]([S:18]([CH3:21])(=[O:20])=[O:19])=[N:14][CH:15]=2)[N:10]([C:22]2[CH:27]=[CH:26][CH:25]=[C:24]([CH2:28][O:29][Si](C(C)(C)C)(C3C=CC=CC=3)C3C=CC=CC=3)[CH:23]=2)[C:9]1=[O:47].[F-].[NH4+]>CO>[Br:1][C:2]1[CH:7]=[CH:6][CH:5]=[CH:4][C:3]=1[N:8]1[CH2:17][C:16]2[C:11](=[N:12][C:13]([S:18]([CH3:21])(=[O:20])=[O:19])=[N:14][CH:15]=2)[N:10]([C:22]2[CH:27]=[CH:26][CH:25]=[C:24]([CH2:28][OH:29])[CH:23]=2)[C:9]1=[O:47] |f:1.2|. Reported procedure: A solution of 400 mg (0.55 mmol) of 3-(2-bromophenyl)-1-[3-(tert-butyldiphenylsilyloxymethyl)phenyl]-3,4-dihydro-7-methanesulfonyl-pyrimido[4,5-d]pyrimidin-2(1H)-one in 30 ml of methanol was treated with 400 mg (11 mmol) of ammonium fluoride and the mixture heated at reflux for 1 hour. The mixture was evaporated and the product purified by flash chromatography on silica gel eluting with dichloromethane/methanol in a ratio of 20:1. The product-containing fractions were combined and evaporated to ... Reactants: NC1=NC=CC(=C1N)C=1SC=CC1 (2,3-Diamino-4-(2-thienyl)pyridine), C(=O)O (formic acid), [NH4+].[OH-] (NH4OH). Yields the product S1C(=CC=C1)C1=C2C(=NC=C1)NC=N2 (7-(2-thienyl)-3H-imidazo[4,5-b]pyridine). Yield: 96.0%. RXN SMILES: [NH2:1][C:2]1[C:7]([NH2:8])=[C:6]([C:9]2[S:10][CH:11]=[CH:12][CH:13]=2)[CH:5]=[CH:4][N:3]=1.[NH4+].[OH-].[CH:16](O)=O>>[S:10]1[CH:11]=[CH:12][CH:13]=[C:9]1[C:6]1[CH:5]=[CH:4][N:3]=[C:2]2[NH:1][CH:16]=[N:8][C:7]=12 |f:1.2|. Procedure details: A solution of Compound 3 (956 mg, 5.0 mmol) in formic acid (15 ml) was refluxed for 12 hours. To the reaction mixture, 24 ml of 28% NH4OH was added on an ice-cold bath. The resulting precipitate was filtered, washed with H2O and ethyl ether, and then dried at 60° C. for 12 hours to give 7-(2-thienyl)-3H-imidazo[4,5-b]pyridine (970 mg, 96%). Starting materials: F[B-](F)(F)F, CC(=O)N(c1ccc(C(=O)O)cc1C)C1CCCC1, CCO, CCN(C(C)C)C(C)C, CC(N)c1nc2cc(Cl)ccc2[nH]1, Cl, ClCCl, C1CCOC1, CN(C)C(On1nnc2ccccc21)=[N+](C)C. Product: CC(=O)N(c1ccc(C(=O)NC(C)c2nc3cc(Cl)ccc3[nH]2)cc1C)C1CCCC1. RXN SMILES: [B-:20]([F:21])([F:22])([F:23])[F:24].[C:1]([CH3:2])(=[O:3])[N:4]([CH:5]1[CH2:6][CH2:7][CH2:8][CH2:9]1)[c:10]1[c:11]([CH3:19])[cH:12][c:13]([C:14](=[O:15])[OH:16])[cH:17][cH:18]1.[CH2:70]([OH:71])[CH3:72].[CH:42]([N:43]([CH:44]([CH3:45])[CH3:46])[CH2:47][CH3:48])([CH3:49])[CH3:50].[Cl:51][c:52]1[cH:53][c:54]2[c:55]([nH:56][c:57]([CH:59]([CH3:60])[NH2:61])[n:58]2)[cH:62][cH:63]1.[Cl:64].[Cl:73][CH2:74][Cl:75].[O:65]1[CH2:66][CH2:67][CH2:68][CH2:69]1.[n:25]1([O:26][C:27]([N:28]([CH3:29])[CH3:30])=[N+:31]([CH3:32])[CH3:33])[c:34]2[cH:35][cH:36][cH:37][cH:38][c:39]2[n:40][n:41]1>>[C:1]([CH3:2])(=[O:3])[N:4]([CH:5]1[CH2:6][CH2:7][CH2:8][CH2:9]1)[c:10]1[c:11]([CH3:19])[cH:12][c:13]([C:14](=[O:16])[NH:61][CH:59]([c:57]2[nH:56][c:55]3[c:54]([cH:53][c:52]([Cl:51])[cH:63][cH:62]3)[n:58]2)[CH3:60])[cH:17][cH:18]1.